This data is from the Open Reaction Database (ORD), a public repository of structured organic reaction records. The task is: describe an organic reaction: reactants, conditions, products, and yield The reactants are COCCOC, N#Cc1ccc(N(CCO)CC(F)(F)F)cc1C(F)(F)F, O=c1cc[nH]cn1. The product is N#Cc1ccc(N(CCOc2ccncn2)CC(F)(F)F)cc1C(F)(F)F. RXN SMILES: [CH3:29][O:30][CH2:31][CH2:32][O:33][CH3:34].[OH:1][CH2:2][CH2:3][N:4]([c:5]1[cH:6][c:7]([C:13]([F:14])([F:15])[F:16])[c:8]([C:9]#[N:10])[cH:11][cH:12]1)[CH2:17][C:18]([F:19])([F:20])[F:21].[nH:22]1[cH:23][n:24][c:25](=[O:28])[cH:26][cH:27]1>>[O:1]([CH2:2][CH2:3][N:4]([c:5]1[cH:6][c:7]([C:13]([F:14])([F:15])[F:16])[c:8]([C:9]#[N:10])[cH:11][cH:12]1)[CH2:17][C:18]([F:19])([F:20])[F:21])[c:25]1[n:24][cH:23][n:22][cH:27][cH:26]1.